From a dataset of the Open Reaction Database (ORD), a public repository of structured organic reaction records. describe an organic reaction: reactants, conditions, products, and yield Reactants: ClC=1C=C(C=CC(=O)Cl)C=CC1 (m-chloro-cinnamoyl chloride), O (Water), N1=CC=CC=C1 (Pyridine), O1CCNC2=C1C=CC=C2 (3,4-dihydro-2H-1,4-benzoxazine). Solvent: C(Cl)Cl (DCM), C(Cl)Cl (DCM). Conditions: time 8 hour. Product: 26g, ClC=1C=C(C=CC1)C=CC(=O)N1CCOC2=C1C=CC=C2 (4-[3-(3-chlorophenyl)-1-oxo-2-propen-1-yl]-2,3-dihydro-4H-1,4-benzoxazine). The yield is 65.8%. Reaction SMILES: N1C=CC=CC=1.[O:7]1[C:12]2[CH:13]=[CH:14][CH:15]=[CH:16][C:11]=2[NH:10][CH2:9][CH2:8]1.[Cl:17][C:18]1[CH:19]=[C:20]([CH:26]=[CH:27][CH:28]=1)[CH:21]=[CH:22][C:23](Cl)=[O:24].O>C(Cl)Cl>[Cl:17][C:18]1[CH:19]=[C:20]([CH:21]=[CH:22][C:23]([N:10]2[C:11]3[CH:16]=[CH:15][CH:14]=[CH:13][C:12]=3[O:7][CH2:8][CH2:9]2)=[O:24])[CH:26]=[CH:27][CH:28]=1. Procedure details: Pyridine (25 ml) was added to a mixture of 3,4-dihydro-2H-1,4-benzoxazine (17.8 g) in DCM (200 ml). The mixture was cooled on an ice bath and poured out into a mixture of m-chloro-cinnamoyl chloride (33 g) in DCM (100 ml). The mixture was stirred at room temperature overnight. Water was added and the mixture was decanted. The organic layer was dried, filtered and the solvent was evaporated till dryness, to give a residue which was purified by column chromatography over silica gel (eluent: cycloh... Reactants: ice water, IC(C)C (2-iodopropane), C([O-])([O-])=O.[K+].[K+] (potassium carbonate), Cl (hydrochloric acid), C(C)(C)(C)OC(CN1C(C(SC12CCC(CC2)=CCC(C)C)CC(=O)O)=O)=O (2-[4-[2-(tert-butoxy)-2-oxoethyl]-8-(3-methylbutylidene)-3-oxo-1-thia-4-azaspiro[4.5]decan-2-yl]-acetic acid). The solvent is C(C)(=O)OCC (ethyl acetate), CN(C=O)C (N,N-dimethylformamide). Reaction conditions: time 17 hour. Product: C(C)(C)(C)OC(CN1C(C(SC12CCC(CC2)=CCC(C)C)CC(=O)OC(C)C)=O)=O (isopropyl 2-[4-[2-(tert-butoxy)-2-oxoethyl]-8-(3-methylbutylidene)-3-oxo-1-thia-4-azaspiro[4.5]decan-2-yl]-acetate). Reaction SMILES: [C:1]([O:5][C:6](=[O:28])[CH2:7][N:8]1[C:12]2([CH2:17][CH2:16][C:15](=[CH:18][CH2:19][CH:20]([CH3:22])[CH3:21])[CH2:14][CH2:13]2)[S:11][CH:10]([CH2:23][C:24]([OH:26])=[O:25])[C:9]1=[O:27])([CH3:4])([CH3:3])[CH3:2].I[CH:30]([CH3:32])[CH3:31].C(=O)([O-])[O-].[K+].[K+].Cl>CN(C)C=O.C(OCC)(=O)C>[C:1]([O:5][C:6](=[O:28])[CH2:7][N:8]1[C:12]2([CH2:17][CH2:16][C:15](=[CH:18][CH2:19][CH:20]([CH3:22])[CH3:21])[CH2:14][CH2:13]2)[S:11][CH:10]([CH2:23][C:24]([O:26][CH:30]([CH3:32])[CH3:31])=[O:25])[C:9]1=[O:27])([CH3:3])([CH3:4])[CH3:2] |f:2.3.4|. Procedure details: In 10 ml of N,N-dimethylformamide was dissolved 1.0 g of 2-[4-[2-(tert-butoxy)-2-oxoethyl]-8-(3-methylbutylidene)-3-oxo-1-thia-4-azaspiro[4.5]decan-2-yl]-acetic acid. After adding 0.42 ml of 2-iodopropane and 0.67 g of anhydrous potassium carbonate at ambient temperature, the resulting mixture was stirred at ambient temperature for 17 hours. The reaction mixture was poured into a mixture of ice water and ethyl acetate, pH was adjusted to 2.0 with 2 mol/L hydrochloric acid, and the organic layer ...